Dataset: the Open Reaction Database (ORD), a public repository of structured organic reaction records. Task: describe an organic reaction: reactants, conditions, products, and yield The yield is 99.2%. Yields the product C(C1=CC=CC=C1)OC1=CC=C(C=C1)C(C(=O)OCC)C#N (ethyl 2-(4-benzyloxyphenyl)cyanoacetate). Run in C1(=CC=CC=C1)C (toluene), C(C)(=O)OCC (ethyl acetate). RXN SMILES: [CH2:1]([O:8][C:9]1[CH:17]=[CH:16][C:12]([CH2:13][C:14]#[N:15])=[CH:11][CH:10]=1)[C:2]1[CH:7]=[CH:6][CH:5]=[CH:4][CH:3]=1.[O-]CC.[Na+].[C:22](=O)([O:26]CC)[O:23][CH2:24][CH3:25].Cl>C1(C)C=CC=CC=1.C(OCC)(=O)C>[CH2:1]([O:8][C:9]1[CH:10]=[CH:11][C:12]([CH:13]([C:14]#[N:15])[C:22]([O:23][CH2:24][CH3:25])=[O:26])=[CH:16][CH:17]=1)[C:2]1[CH:3]=[CH:4][CH:5]=[CH:6][CH:7]=1 |f:1.2|. Reported procedure: The 4-benzyloxybenzyl cyanide from step (450a)(3.2 g, 14.33 mmol), sodium ethoxide (1.07 g, 15.7 mmol), and diethyl carbonate (2.23 g, 18.9 mmol) were combined in toluene (100 mL), heated to reflux for 3 h, cooled to rt, and partioned between ethyl acetate and 1 N HCl. The organic layer was washed with brine, dried over magnesium sulfate and concentrated in vacuo. The crude was purified by chromatography on silica gel eluting hexane:ethyl acetate (80:20, v:v) to give ethyl 2-(4-benzyloxyphenyl)c... The reactants are C(C1=CC=CC=C1)OC1=CC=C(CC#N)C=C1 (4-benzyloxybenzyl cyanide), Cl (HCl), [O-]CC.[Na+] (sodium ethoxide), C(OCC)(OCC)=O (diethyl carbonate). The reactants are C(=O)([O-])[O-].[K+].[K+] (K2CO3), hydrazide, C(Cl)Cl (CH2Cl2), O.NN (hydrazine hydrate), COC=1C=C(C(=O)Cl)C=CC1 (3-methoxybenzoyl chloride), C(Cl)Cl (CH2Cl2), C(Cl)Cl (CH2Cl2). The solvent is O (water), O (water), C(Cl)(Cl)Cl (CHCl3). Conditions: time 45 minute. Yields the product COC=1C(=C(C(=O)NN)C=CC1)C (3-methoxy-2-methyl-benzoic acid hydrazide). As a reaction SMILES: [C:1]([O-:4])([O-])=O.[K+].[K+].[OH2:7].[NH2:8][NH2:9].CO[C:12]1[CH:13]=[C:14]([CH:18]=[CH:19][CH:20]=1)[C:15](Cl)=O.[CH2:21](Cl)Cl>O.C(Cl)(Cl)Cl>[CH3:21][O:7][C:13]1[C:14]([CH3:15])=[C:18]([CH:19]=[CH:20][CH:12]=1)[C:1]([NH:8][NH2:9])=[O:4] |f:0.1.2,3.4|. Procedure: To a 500 mL, 3-neck flask equipped with magnetic stirring, and chilled in an ice water bath, were added 50 mL CH2Cl2, followed by a solution of 32 g (231 mmol) K2CO3 dissolved in 80 mL water, and 24 g (479 mmol) hydrazine hydrate. Over a period of 30-60 minutes, a solution of 20 g (108.3 mmol) 2-methyl, 3-methoxybenzoyl chloride dissolved in 100 mL CH2Cl2 were added, while keeping the temperature below 10° C. The reaction mixture was stirred for an additional hour, during which time a precipitat... The product is COC1=CC=C(C=C1)SC1=NC=NC2=C1N=C(N=C2N2CCOCC2)N2CCNCC2 (8-(4-Methoxyphenyl-thio)-4-morpholino-2-piperazino-pyrimido-[5,4-d]-pyrimidine). Starting materials: ClC=1N=C(C2=C(N1)C(=NC=N2)SC2=CC=C(C=C2)OC)N2CCOCC2 (2-chloro-8-(4-methoxyphenyl-thio)-4-morpholino-pyrimido-[5,4-d]-pyrimidine), N1CCNCC1 (piperazine). Reported procedure: This compound was prepared analogous to Example 1 from 2-chloro-8-(4-methoxyphenyl-thio)-4-morpholino-pyrimido-[5,4-d]-pyrimidine (m.p.: 196°-199° C.) and piperazine. RXN SMILES: Cl[C:2]1[N:3]=[C:4]([N:21]2[CH2:26][CH2:25][O:24][CH2:23][CH2:22]2)[C:5]2[N:11]=[CH:10][N:9]=[C:8]([S:12][C:13]3[CH:18]=[CH:17][C:16]([O:19][CH3:20])=[CH:15][CH:14]=3)[C:6]=2[N:7]=1.[NH:27]1[CH2:32][CH2:31][NH:30][CH2:29][CH2:28]1>>[CH3:20][O:19][C:16]1[CH:17]=[CH:18][C:13]([S:12][C:8]2[C:6]3[N:7]=[C:2]([N:27]4[CH2:32][CH2:31][NH:30][CH2:29][CH2:28]4)[N:3]=[C:4]([N:21]4[CH2:26][CH2:25][O:24][CH2:23][CH2:22]4)[C:5]=3[N:11]=[CH:10][N:9]=2)=[CH:14][CH:15]=1. The reactants are [Cl-], O=c1[nH]c(=O)n(CCCCl)cc1-c1ccccc1, FC(F)(F)c1ccc(C23CNCC2C3)cc1, [I-], [NH4+], [Na+], CN(C)C=O. Product: Cl, O=c1[nH]c(=O)n(CCCN2CC3CC3(c3ccc(C(F)(F)F)cc3)C2)cc1-c1ccccc1. As a reaction SMILES: [Cl-:37].[Cl:17][CH2:18][CH2:19][CH2:20][n:21]1[c:22](=[O:34])[nH:23][c:24](=[O:33])[c:25](-[c:27]2[cH:28][cH:29][cH:30][cH:31][cH:32]2)[cH:26]1.[F:1][C:2]([c:3]1[cH:4][cH:5][c:6]([C:9]23[CH2:10][NH:11][CH2:12][CH:13]2[CH2:14]3)[cH:7][cH:8]1)([F:15])[F:16].[I-:35].[NH4+:38].[Na+:36].[O:39]=[CH:40][N:41]([CH3:42])[CH3:43]>>[ClH:17].[F:1][C:2]([c:3]1[cH:4][cH:5][c:6]([C:9]23[CH2:10][N:11]([CH2:18][CH2:19][CH2:20][n:21]4[c:22](=[O:34])[nH:23][c:24](=[O:33])[c:25](-[c:27]5[cH:28][cH:29][cH:30][cH:31][cH:32]5)[cH:26]4)[CH2:12][CH:13]2[CH2:14]3)[cH:7][cH:8]1)([F:15])[F:16]. Starting materials: NN.O (hydrazine.hydrate), C1(C=2C(C(N1)=O)=CC=CC2)=O (phthalimide), amine, FC1=CC=C(C=C1)C(N1CCN(CC1)CC#CCN1C(C2=CC=CC=C2C1=O)=O)C1=CC=C(C=C1)F (2-(4-{4-[bis-(4-fluorophenyl)-methyl]-piperazin-1-yl}-but-2-inyl)-isoindolin-1,3-dione). Product: FC1=CC=C(C=C1)C(N1CCN(CC1)CC#CCN)C1=CC=C(C=C1)F (4-{4-[bis-(4-fluorophenyl)-methyl]-piperazin-1-yl}-but-2-inylamine). RXN SMILES: C1(=O)NC(=O)C2=CC=CC=C12.[F:12][C:13]1[CH:18]=[CH:17][C:16]([CH:19]([C:41]2[CH:46]=[CH:45][C:44]([F:47])=[CH:43][CH:42]=2)[N:20]2[CH2:25][CH2:24][N:23]([CH2:26][C:27]#[C:28][CH2:29][N:30]3C(=O)C4C(=CC=CC=4)C3=O)[CH2:22][CH2:21]2)=[CH:15][CH:14]=1.NN.O>>[F:12][C:13]1[CH:18]=[CH:17][C:16]([CH:19]([C:41]2[CH:42]=[CH:43][C:44]([F:47])=[CH:45][CH:46]=2)[N:20]2[CH2:21][CH2:22][N:23]([CH2:26][C:27]#[C:28][CH2:29][NH2:30])[CH2:24][CH2:25]2)=[CH:15][CH:14]=1 |f:2.3|. Procedure: The reaction of the phthalimide to the amine occurs analogously to Example 21)d): 23.3 g (48 mmol) 2-(4-{4-[bis-(4-fluorophenyl)-methyl]-piperazin-1-yl}-but-2-inyl)-isoindolin-1,3-dione and 4.7 ml (96 mmol) hydrazine.hydrate. The purification occurs by chromatography on silica gel with CHCl3/CH3OH (90/10 to 85/15): Yield 9.8 g (58%). Starting materials: O=C1NCN(C12CCN(CC2)C(=O)OCC2=CC=CC=C2)C2=CC=CC=C2 (Benzyl 4-oxo-1-phenyl-1,3,8-triazaspiro[4.5]decane-8-carboxylate), FC1=CC=C(C(=O)OC)C=C1 (methyl 4-fluorobenzoate), C([O-])([O-])=O.[K+].[K+] (potassium carbonate). Solvent: CS(=O)C (dimethyl sulfoxide), C(C)(=O)OCC (ethyl acetate). Yields the product COC(=O)C1=CC=C(C=C1)N1CN(C2(C1=O)CCN(CC2)C(=O)OCC2=CC=CC=C2)C2=CC=CC=C2 (benzyl 3-(4-(methoxycarbonyl)phenyl)-4-oxo-1-phenyl-1,3,8-triazaspiro[4.5]decane-8-carboxylate). The yield is 99.4%. As a reaction SMILES: [O:1]=[C:2]1[C:6]2([CH2:11][CH2:10][N:9]([C:12]([O:14][CH2:15][C:16]3[CH:21]=[CH:20][CH:19]=[CH:18][CH:17]=3)=[O:13])[CH2:8][CH2:7]2)[N:5]([C:22]2[CH:27]=[CH:26][CH:25]=[CH:24][CH:23]=2)[CH2:4][NH:3]1.F[C:29]1[CH:38]=[CH:37][C:32]([C:33]([O:35][CH3:36])=[O:34])=[CH:31][CH:30]=1.C(=O)([O-])[O-].[K+].[K+]>CS(C)=O.C(OCC)(=O)C>[CH3:36][O:35][C:33]([C:32]1[CH:37]=[CH:38][C:29]([N:3]2[C:2](=[O:1])[C:6]3([CH2:7][CH2:8][N:9]([C:12]([O:14][CH2:15][C:16]4[CH:17]=[CH:18][CH:19]=[CH:20][CH:21]=4)=[O:13])[CH2:10][CH2:11]3)[N:5]([C:22]3[CH:27]=[CH:26][CH:25]=[CH:24][CH:23]=3)[CH2:4]2)=[CH:30][CH:31]=1)=[O:34] |f:2.3.4|. Procedure: Benzyl 4-oxo-1-phenyl-1,3,8-triazaspiro[4.5]decane-8-carboxylate (0.50 g, 1.37 mmol), methyl 4-fluorobenzoate (0.21 g, 1.37 mmol), and potassium carbonate (0.38 g, 2.74 mmol) in dimethyl sulfoxide were stirred at 100° C. for 3 days. The reaction was diluted with ethyl acetate, washed with water and brine, dried (MgSO4), and evaporated. The residue was purified by Biotage flash chromatography (gradient from 0 to 30% ethyl acetate/hexanes) to give product as an oil (0.68 g, 21%); 1H NMR (DMSO-d6);... Starting materials: CC1=C(C(=O)[O-])C(C)C(C(=O)OCC(C#N)C#N)=C(C)N1, CC(C)=O, [Na+], [OH-], O. The product is CC1=C(C(=O)O)C(C)C(C(=O)O)=C(C)N1. As a reaction SMILES: [CH3:1][C:2]1=[C:7]([C:8](=[O:9])[O:10][CH2:11][CH:12]([C:13]#[N:14])[C:15]#[N:16])[CH:6]([CH3:17])[C:5]([C:18](=[O:19])[O-:20])=[C:4]([CH3:21])[NH:3]1.[CH3:22][C:23](=[O:24])[CH3:25].[Na+:27].[OH-:26].[OH2:28]>>[CH3:1][C:2]1=[C:7]([C:8](=[O:9])[OH:10])[CH:6]([CH3:17])[C:5]([C:18](=[O:19])[OH:20])=[C:4]([CH3:21])[NH:3]1. Starting materials: CCOC(=O)Cn1ccc2ncc(-c3cnn(C)c3)cc21, CCO, NN, O. The product is Cn1cc(-c2cnc3ccn(CC(=O)NN)c3c2)cn1. RXN SMILES: [CH2:1]([O:2][C:4]([CH2:5][n:6]1[cH:7][cH:8][c:9]2[n:10][cH:11][c:12](-[c:15]3[cH:16][n:17][n:18]([CH3:20])[cH:19]3)[cH:13][c:14]12)=[O:21])[CH3:3].[CH3:25][CH2:26][OH:27].[NH2:23][NH2:24].[OH2:22]>>[C:4]([CH2:5][n:6]1[cH:7][cH:8][c:9]2[n:10][cH:11][c:12](-[c:15]3[cH:16][n:17][n:18]([CH3:20])[cH:19]3)[cH:13][c:14]12)(=[O:21])[NH:23][NH2:24].